From a dataset of the Open Reaction Database (ORD), a public repository of structured organic reaction records. describe an organic reaction: reactants, conditions, products, and yield Reactants: COC([C@H](CCSC)NC(=O)OCC1=CC=CC=C1)=O ((S)-2-Benzyloxycarbonylamino-4-methylsulfanyl-butyric acid methyl ester), I(=O)(=O)(=O)[O-].[Na+] (sodium metaperiodate). As a reaction SMILES: [CH3:1][O:2][C:3](=[O:20])[C@@H:4]([NH:9][C:10]([O:12][CH2:13][C:14]1[CH:19]=[CH:18][CH:17]=[CH:16][CH:15]=1)=[O:11])[CH2:5][CH2:6][S:7][CH3:8].I([O-])(=O)(=O)=[O:22].[Na+]>CO.O>[CH3:1][O:2][C:3](=[O:20])[C@@H:4]([NH:9][C:10]([O:12][CH2:13][C:14]1[CH:19]=[CH:18][CH:17]=[CH:16][CH:15]=1)=[O:11])[CH2:5][CH2:6][S:7]([CH3:8])=[O:22] |f:1.2|. Yields the product COC([C@H](CCS(=O)C)NC(=O)OCC1=CC=CC=C1)=O ((S)-2-Benzyloxycarbonylamino-4-methanesulfinyl-butyric acid methyl ester). Reported procedure: Sulfide 59 (5.40 g, 18.2 mmol) was dissolved in methanol (60 mL). This was cooled in ice and a solution of sodium metaperiodate (4.08 g, 1.05 equiv) in water (25 mL) was added dropwise over 10 mins. This was stirred in ice for 1 h and then at rt for a further 2 h. The resultant white precipitate was removed by filtration under vacuum, the residue washed with methanol and the filtrate concentrated in vacuo. The resultant colourless oil was partitioned between DCM and water. The aqueous phase was ... The solvent is CO (methanol), O (water). Conditions: time 1 hour. Reactants: C(C)(C)N(CC[C@H](C1=CC=CC=C1)C=1C=C(C=CC1O)CCOC1=CC=C(C=C1)CCNC[C@H](O)C=1C=CC(=C(C1)NS(=O)(=O)C)O)C(C)C (N-{5-[(1R)-2-({2-[4-(2-{3-[(1R)-3-(diisopropylamino)-1-phenylpropyl]-4-hydroxyphenyl}ethoxy)phenyl]ethyl}amino)-1-hydroxyethyl]-2-hydroxyphenyl}methanesulfonamide), C(CCC(=O)O)(=O)O (succinic acid). Run in O (water), CO (methanol), O (water), CO (methanol). Conditions: time 8 hour. The product is C(CCC(=O)O)(=O)O.C(C)(C)N(CC[C@H](C1=CC=CC=C1)C=1C=C(C=CC1O)CCOC1=CC=C(C=C1)CCNC[C@H](O)C=1C=CC(=C(C1)NS(=O)(=O)C)O)C(C)C (N-{5-[(1R)-2-({2-[4-(2-{3-[(1R)-3-(diisopropylamino)-1-phenylpropyl]-4-hydroxyphenyl}ethoxy)phenyl]ethyl}amino)-1-hydroxyethyl]-2-hydroxyphenyl}methanesulfonamide succinate salt). RXN SMILES: [CH:1]([N:4]([CH:48]([CH3:50])[CH3:49])[CH2:5][CH2:6][C@@H:7]([C:14]1[CH:15]=[C:16]([CH2:21][CH2:22][O:23][C:24]2[CH:29]=[CH:28][C:27]([CH2:30][CH2:31][NH:32][CH2:33][C@@H:34]([C:36]3[CH:37]=[CH:38][C:39]([OH:47])=[C:40]([NH:42][S:43]([CH3:46])(=[O:45])=[O:44])[CH:41]=3)[OH:35])=[CH:26][CH:25]=2)[CH:17]=[CH:18][C:19]=1[OH:20])[C:8]1[CH:13]=[CH:12][CH:11]=[CH:10][CH:9]=1)([CH3:3])[CH3:2].[C:51]([OH:58])(=[O:57])[CH2:52][CH2:53][C:54]([OH:56])=[O:55]>CO.O>[C:51]([OH:58])(=[O:57])[CH2:52][CH2:53][C:54]([OH:56])=[O:55].[CH:48]([N:4]([CH:1]([CH3:3])[CH3:2])[CH2:5][CH2:6][C@@H:7]([C:14]1[CH:15]=[C:16]([CH2:21][CH2:22][O:23][C:24]2[CH:29]=[CH:28][C:27]([CH2:30][CH2:31][NH:32][CH2:33][C@@H:34]([C:36]3[CH:37]=[CH:38][C:39]([OH:47])=[C:40]([NH:42][S:43]([CH3:46])(=[O:45])=[O:44])[CH:41]=3)[OH:35])=[CH:26][CH:25]=2)[CH:17]=[CH:18][C:19]=1[OH:20])[C:8]1[CH:9]=[CH:10][CH:11]=[CH:12][CH:13]=1)([CH3:50])[CH3:49] |f:4.5|. Reported procedure: N-{5-[(1R)-2-({2-[4-(2-{3-[(1R)-3-(diisopropylamino)-1-phenylpropyl]-4-hydroxyphenyl}ethoxy)phenyl]ethyl}amino)-1-hydroxyethyl]-2-hydroxyphenyl}methanesulfonamide (Example 5, 2000 mg, 2.84 mmol) was dissolved in methanol (8 ml) and succinic acid (336 mg, 2.84 mmol) in water (2 ml) and methanol (2 ml) was added in one portion to the stirred solution at room temperature. Further water was added until the salt appeared as a gum which was seeded with a small crystal of the salt previously isolated. ... The reactants are C=1C=CC2=C(C1)N=NN2O (HOBt), C(C)N1CCOCC1 (N-ethyl morpholine), C(=O)(C(F)(F)F)O (TFA), N[C@@H](CC1=CC=CC=C1)C(=O)N[C@@H]([C@H](O)C)C(=O)N[C@@H](CC(N)=O)C(=O)N[C@@H](CO)C(=O)OC (H-Phe-Thr-Asn-Ser-OMe), N([C@@H]([C@@H](C)CC)C(=O)ON1C(=O)CCC1=O)C(=O)OC(C)(C)C (Boc-Ile-OSu). Run in CN(C)C=O (DMF). Yields the product N([C@@H]([C@@H](C)CC)C(=O)N[C@@H](CC1=CC=CC=C1)C(=O)N[C@@H]([C@H](O)C)C(=O)N[C@@H](CC(N)=O)C(=O)N[C@@H](CO)C(=O)OC)C(=O)OC(C)(C)C (Boc-Ile-Phe-Thr-Asn-Ser-OMe). Yield: 85.9%. As a reaction SMILES: C(O)(C(F)(F)F)=O.[NH2:8][C@H:9]([C:17]([NH:19][C@H:20]([C:24]([NH:26][C@H:27]([C:32]([NH:34][C@H:35]([C:38]([O:40][CH3:41])=[O:39])[CH2:36][OH:37])=[O:33])[CH2:28][C:29](=[O:31])[NH2:30])=[O:25])[C@@H:21]([CH3:23])[OH:22])=[O:18])[CH2:10][C:11]1[CH:16]=[CH:15][CH:14]=[CH:13][CH:12]=1.[NH:42]([C:58]([O:60][C:61]([CH3:64])([CH3:63])[CH3:62])=[O:59])[C@H:43]([C:48](ON1C(=O)CCC1=O)=[O:49])[C@H:44]([CH2:46][CH3:47])[CH3:45].C1C=CC2N(O)N=NC=2C=1.C(N1CCOCC1)C>CN(C=O)C>[NH:42]([C:58]([O:60][C:61]([CH3:63])([CH3:62])[CH3:64])=[O:59])[C@H:43]([C:48]([NH:8][C@H:9]([C:17]([NH:19][C@H:20]([C:24]([NH:26][C@H:27]([C:32]([NH:34][C@H:35]([C:38]([O:40][CH3:41])=[O:39])[CH2:36][OH:37])=[O:33])[CH2:28][C:29](=[O:31])[NH2:30])=[O:25])[C@@H:21]([CH3:23])[OH:22])=[O:18])[CH2:10][C:11]1[CH:12]=[CH:13][CH:14]=[CH:15][CH:16]=1)=[O:49])[C@H:44]([CH2:46][CH3:47])[CH3:45]. Procedure: A solution cooled on an ice bath of 5.14 g of TFA, H-Phe-Thr-Asn-Ser-OMe (8.78 mM) in 100 ml of DMF has 3.17 g of Boc-Ile-OSu (9.66 mM), 1.30 g of HOBt (9.62 mM) and N-ethyl morpholine added thereto until a pH of 7 is obtained. After 20 hours of reaction at ambient temperature, the solution is concentrated under reduced pressure and the residue taken up in ether gives a precipitate which is filtered and dried in vacuo. 5.24 g of product are obtained. The reactants are BrC=1C(=C(SC1Br)C#N)C (4,5-dibromo-3-methyl-2-thiophenecarbonitrile), C(C)(=O)O (acetic acid). The reagents and catalysts are [Zn] (zinc). Run in O (water). Run at temperature 102.5 celsius. Yields the product BrC=1C(=C(SC1)C#N)C (4-Bromo-3-methyl-2-thiophene-carbonitrile). The yield is 96.2%. RXN SMILES: [Br:1][C:2]1[C:3]([CH3:10])=[C:4]([C:8]#[N:9])[S:5][C:6]=1Br.C(O)(=O)C>[Zn].O>[Br:1][C:2]1[C:3]([CH3:10])=[C:4]([C:8]#[N:9])[S:5][CH:6]=1. Reported procedure: A mixture of 0.400 g (1.42 mmol) of 4,5-dibromo-3-methyl-2-thiophenecarbonitrile, 0.186 g (2.85 mmol) of zinc dust, 4 mL of acetic acid and 1 mL of water was heated at 100-105° C. for 45 minutes. After cooling, the solvents were removed under reduced pressure and the residue was dissolved in 10 mL of ether and washed with water (2×5 mL) and dilute, aqueous sodium carbonate solution (1×5 mL). After drying (sodium sulfate), the ether was removed on the rotovap to afford 0.276 g (96%) of an off-whi... Starting materials: C1(CCC2=CC=CC=C12)O (indanol), O.C1(=CC=C(C=C1)S(=O)(=O)O)C (p-toluene-sulfonic acid monohydrate). Run in C1(=CC=CC=C1)C (toluene). Yields the product C1C=CC2=CC=CC=C12 (indene). RXN SMILES: [CH:1]1(O)[C:9]2[C:4](=[CH:5][CH:6]=[CH:7][CH:8]=2)[CH2:3][CH2:2]1.O.C1(C)C=CC(S(O)(=O)=O)=CC=1>C1(C)C=CC=CC=1>[CH2:1]1[C:9]2[C:4](=[CH:5][CH:6]=[CH:7][CH:8]=2)[CH:3]=[CH:2]1 |f:1.2|. Reported procedure: A 3-neck 500 mL round-bottomed flask fitted with a condenser and an addition funnel was charged with 2.62 g (0.11 mol) of Mg turnings and 20 mL of anhydrous diethyl ether. Slow addition of a solution of 25.10 g (0.09 mol) of 3,5-bis(trifluoromethyl) bromobenzene in diethyl ether (100 mL), followed by refluxing for 30 min, gave a brown-grey solution of the aryl Grignard reagent. The solution was cooled to room temperature (RT), filtered over a plug of Celite and evacuated to yield a brown oil. To... The reactants are CCCCCCCCCCCCNC(=O)c1ccc(CN(CC2CCNCC2)C(=O)C(=O)OCC)cc1, C1CCOC1, COc1ccccc1, CN(C)c1ccncc1, Cl, O=S(=O)(Cl)Cl. Yields the product CCCCCCCCCCCCNC(=O)c1ccc(CN(CC2CCN(S(=O)(=O)c3ccc(OC)cc3)CC2)C(=O)C(=O)OCC)cc1. Reaction SMILES: [CH2:2]([CH3:3])[O:4][C:5]([C:6](=[O:7])[N:8]([CH2:9][CH:10]1[CH2:11][CH2:12][NH:13][CH2:14][CH2:15]1)[CH2:16][c:17]1[cH:18][cH:19][c:20]([C:23](=[O:24])[NH:25][CH2:26][CH2:27][CH2:28][CH2:29][CH2:30][CH2:31][CH2:32][CH2:33][CH2:34][CH2:35][CH2:36][CH3:37])[cH:21][cH:22]1)=[O:38].[CH2:61]1[O:62][CH2:63][CH2:64][CH2:65]1.[CH3:44][O:45][c:46]1[cH:47][cH:48][cH:49][cH:50][cH:51]1.[CH3:52][N:53]([c:54]1[cH:55][cH:56][n:57][cH:58][cH:59]1)[CH3:60].[ClH:1].[S:39](=[O:40])(=[O:41])([Cl:42])[Cl:43]>>[CH2:2]([CH3:3])[O:4][C:5]([C:6](=[O:7])[N:8]([CH2:9][CH:10]1[CH2:11][CH2:12][N:13]([S:39](=[O:40])(=[O:41])[c:49]2[cH:48][cH:47][c:46]([O:45][CH3:44])[cH:51][cH:50]2)[CH2:14][CH2:15]1)[CH2:16][c:17]1[cH:18][cH:19][c:20]([C:23](=[O:24])[NH:25][CH2:26][CH2:27][CH2:28][CH2:29][CH2:30][CH2:31][CH2:32][CH2:33][CH2:34][CH2:35][CH2:36][CH3:37])[cH:21][cH:22]1)=[O:38]. Starting materials: CCOP(OCC)OCC, COC(=O)C(CC=CCBr)CC(C)=CCc1c(O)c2c(c(C)c1OC)COC2=O, Cc1ccccc1. Yields the product CCOP(=O)(CC=CCC(CC(C)=CCc1c(O)c2c(c(C)c1OC)COC2=O)C(=O)OC)OCC. RXN SMILES: [CH2:30]([CH3:31])[O:32][P:33]([O:34][CH2:35][CH3:36])[O:37][CH2:38][CH3:39].[CH3:1][O:2][C:3]([CH:4]([CH2:5][C:6](=[CH:7][CH2:8][c:9]1[c:10]([OH:22])[c:11]2[c:15]([c:16]([CH3:20])[c:17]1[O:18][CH3:19])[CH2:14][O:13][C:12]2=[O:21])[CH3:23])[CH2:24][CH:25]=[CH:26][CH2:27][Br:28])=[O:29].[CH3:40][c:41]1[cH:42][cH:43][cH:44][cH:45][cH:46]1>>[CH3:1][O:2][C:3]([CH:4]([CH2:5][C:6](=[CH:7][CH2:8][c:9]1[c:10]([OH:22])[c:11]2[c:15]([c:16]([CH3:20])[c:17]1[O:18][CH3:19])[CH2:14][O:13][C:12]2=[O:21])[CH3:23])[CH2:24][CH:25]=[CH:26][CH2:27][P:33]([O:32][CH2:30][CH3:31])([O:34][CH2:35][CH3:36])=[O:37])=[O:29]. The reactants are CCOC(=O)C(Cc1ccc(O)cc1)OCC, CC(=CCO)c1ccc(-c2cccc(Cl)c2Cl)cc1. Product: CCOC(=O)C(Cc1ccc(OCC=C(C)c2ccc(-c3cccc(Cl)c3Cl)cc2)cc1)OCC. RXN SMILES: [CH2:20]([CH3:21])[O:22][CH:23]([C:24](=[O:25])[O:26][CH2:27][CH3:28])[CH2:29][c:30]1[cH:31][cH:32][c:33]([OH:36])[cH:34][cH:35]1.[Cl:1][c:2]1[c:3](-[c:9]2[cH:10][cH:11][c:12]([C:15](=[CH:16][CH2:17][OH:18])[CH3:19])[cH:13][cH:14]2)[cH:4][cH:5][cH:6][c:7]1[Cl:8]>>[Cl:1][c:2]1[c:3](-[c:9]2[cH:10][cH:11][c:12]([C:15](=[CH:16][CH2:17][O:18][c:33]3[cH:32][cH:31][c:30]([CH2:29][CH:23]([O:22][CH2:20][CH3:21])[C:24](=[O:25])[O:26][CH2:27][CH3:28])[cH:35][cH:34]3)[CH3:19])[cH:13][cH:14]2)[cH:4][cH:5][cH:6][c:7]1[Cl:8].